This data is from the Open Reaction Database (ORD), a public repository of structured organic reaction records. The task is: describe an organic reaction: reactants, conditions, products, and yield The reactants are Cl (hydrochloric acid), COC(COC1=C2C(=C(C(=NC2=C(C=C1)Cl)C)SC1=CC=C(C=C1)Cl)C)=O ([8-chloro-3-(4-chlorophenylsulfanyl)-2,4-dimethylquinolin-5-yloxy]acetic acid methyl ester), CO (methanol), [OH-].[Na+] (sodium hydroxide). Run in O (water). Product: ClC=1C=CC(=C2C(=C(C(=NC12)C)SC1=CC=C(C=C1)Cl)C)OCC(=O)O ([8-chloro-3-(4-chlorophenylsulfanyl)-2,4-dimethylquinolin-5-yloxy]acetic Acid). RXN SMILES: C[O:2][C:3](=[O:27])[CH2:4][O:5][C:6]1[CH:15]=[CH:14][C:13]([Cl:16])=[C:12]2[C:7]=1[C:8]([CH3:26])=[C:9]([S:18][C:19]1[CH:24]=[CH:23][C:22]([Cl:25])=[CH:21][CH:20]=1)[C:10]([CH3:17])=[N:11]2.CO.[OH-].[Na+].Cl>O>[Cl:16][C:13]1[CH:14]=[CH:15][C:6]([O:5][CH2:4][C:3]([OH:27])=[O:2])=[C:7]2[C:12]=1[N:11]=[C:10]([CH3:17])[C:9]([S:18][C:19]1[CH:20]=[CH:21][C:22]([Cl:25])=[CH:23][CH:24]=1)=[C:8]2[CH3:26] |f:2.3|. Procedure: A solution of [8-chloro-3-(4-chlorophenylsulfanyl)-2,4-dimethylquinolin-5-yloxy]acetic acid methyl ester (0.11 g), methanol (5.0 mL), water (1.0 mL) and 5.0 M aqueous sodium hydroxide solution (0.5 mL) was stirred at room temperature for 3 hours. The pH of the solution was adjusted to 1 by the addition of 1.0 M aqueous hydrochloric acid. The resulting mixture was purified by preparative reverse-phase HPLC using a gradient over 30 minutes of acetonitrile in water (30% to 90% of organic modifier) ... Yields the product ClC=1C(=NN(C1)C1=C(C=C(C(=O)OCC)C=C1)C(=O)N1CC2=CC=CC=C2CC1)C(N(CCCC)CCCC)=O (Ethyl 4-(4-chloro-3-(dibutylcarbamoyl)-1H-pyrazol-1-yl)-3-(1,2,3,4-tetrahydroisoquinoline-2-carbonyl)benzoate). Reactants: Intermediate 1E, C(CCC)N(C(=O)C1=NNC=C1Cl)CCCC (N,N-dibutyl-4-chloro-1H-pyrazole-3-carboxamide), FC1=C(C=C(C(=O)OCC)C=C1)C(=O)N1CC2=CC=CC=C2CC1 (ethyl 4-fluoro-3-(1,2,3,4-tetrahydroisoquinoline-2-carbonyl)benzoate), FC1=C(C=C(C(=O)OCC)C=C1)C(=O)N1CC2=CC=CC=C2CC1 (ethyl 4-fluoro-3-(1,2,3,4-tetrahydroisoquinoline-2-carbonyl)benzoate). As a reaction SMILES: [CH2:1]([N:5]([CH2:14][CH2:15][CH2:16][CH3:17])[C:6]([C:8]1[C:12]([Cl:13])=[CH:11][NH:10][N:9]=1)=[O:7])[CH2:2][CH2:3][CH3:4].F[C:19]1[CH:29]=[CH:28][C:22]([C:23]([O:25][CH2:26][CH3:27])=[O:24])=[CH:21][C:20]=1[C:30]([N:32]1[CH2:41][CH2:40][C:39]2[C:34](=[CH:35][CH:36]=[CH:37][CH:38]=2)[CH2:33]1)=[O:31]>>[Cl:13][C:12]1[C:8]([C:6](=[O:7])[N:5]([CH2:14][CH2:15][CH2:16][CH3:17])[CH2:1][CH2:2][CH2:3][CH3:4])=[N:9][N:10]([C:19]2[CH:29]=[CH:28][C:22]([C:23]([O:25][CH2:26][CH3:27])=[O:24])=[CH:21][C:20]=2[C:30]([N:32]2[CH2:41][CH2:40][C:39]3[C:34](=[CH:35][CH:36]=[CH:37][CH:38]=3)[CH2:33]2)=[O:31])[CH:11]=1. The yield is 70.8%. Reported procedure: Following a procedure analogous to that for the synthesis of Intermediate 1E, N,N-dibutyl-4-chloro-1H-pyrazole-3-carboxamide (100 mg, 0.39 mmol) and ethyl 4-fluoro-3-(1,2,3,4-tetrahydroisoquinoline-2-carbonyl)benzoate (Intermediate 1D, 140 mg, 0.43 mmol) were converted to the title compound (156 mg, 71%). 1H NMR (CDCl3, mixture of amide rotamers) δ 8.23-8.16 (m, 1H), 8.12-8.06 (m, 1H), 7.98-7.85 (m, 1H), 7.71-7.58 (m, 1H), 7.26-7.04 (m, 3.5H), 6.78 (d, J=7.5 Hz, 0.5H), 4.99-4.70 (m, 1H), 4.45-4.... The reactants are OC(C)(C1CN(CCO1)C(C)C)OC=1C=C2CCCC2=CC1 (2-(1-hydroxy-1-methyl-5-indanyloxymethyl)-4-isopropylmorpholine), C1(=CC=C(C=C1)S(=O)(=O)O)C (p-toluenesulfonic acid). Solvent: C=1(C(=CC=CC1)C)C (xylene). Conditions: time 4 hour. Product: C(C)(C)N1CC(OCC1)COC1=CC=C2C(=CCC2=C1)C (4-isopropyl-2-(3-methyl-6-indenyloxymethyl)morpholine). Isolated yield 73.3%. RXN SMILES: O[C:2]([O:13][C:14]1[CH:15]=[C:16]2[C:20](=[CH:21][CH:22]=1)[CH2:19][CH2:18][CH2:17]2)([CH:4]1[O:9][CH2:8][CH2:7][N:6]([CH:10]([CH3:12])[CH3:11])[CH2:5]1)C.[C:23]1(C)C=CC(S(O)(=O)=O)=CC=1>C1(C)C(C)=CC=CC=1>[CH:10]([N:6]1[CH2:7][CH2:8][O:9][CH:4]([CH2:2][O:13][C:14]2[CH:15]=[C:16]3[C:20]([C:19]([CH3:23])=[CH:18][CH2:17]3)=[CH:21][CH:22]=2)[CH2:5]1)([CH3:11])[CH3:12]. Reported procedure: A mixture of 3.05 g. of oily 2-(1-hydroxy-1-methyl-5-indanyloxymethyl)-4-isopropylmorpholine, 100 ml. of xylene, and 20 mg. of p-toluenesulfonic acid was refluxed with stirring for 4 hours and then the solvent was distilled off. Then, the residue formed was adsorbed on a silica gel column prepared from 100 ml. of silica gel in chloroform and eluted with ethyl acetate. After removing the first 10 ml. of the ethyl acetate eluate emerging from the column, 200 ml. of the subsequent ethyl acetate elu... Reactants: S(=O)(=O)(C(F)(F)F)OCC(=O)OC (TfO-CH2COOMe), C(C)C(C(=O)[O-])O (ethylglycolate). Product: S(=O)(=O)(C(F)(F)F)OCC(=O)OCC (TfO-CH2COOEt). RXN SMILES: [S:1]([O:8][CH2:9][C:10]([O:12][CH3:13])=[O:11])([C:4]([F:7])([F:6])[F:5])(=[O:3])=[O:2].[CH2:14](C(O)C([O-])=O)C>>[S:1]([O:8][CH2:9][C:10]([O:12][CH2:13][CH3:14])=[O:11])([C:4]([F:6])([F:7])[F:5])(=[O:3])=[O:2]. Reported procedure: Prepared in the same way as described for TfO-CH2COOMe starting with ethylglycolate.